Dataset: the Open Reaction Database (ORD), a public repository of structured organic reaction records. Task: describe an organic reaction: reactants, conditions, products, and yield Reactants: ClC=1C=C(C(=C(C1)C=1C=C2CC[C@@H](C2=CC1)NC(=O)C1(CC1)N)C1=NOC(=N1)C)F (1-Amino-cyclopropanecarboxylic acid{(S)-5-[5-chloro-3-fluoro-2-(5-methyl-[1,2,4]oxadiazol-3-yl)-phenyl]-indan-1-yl}-amide), N1=CN=CC(=C1)C(=O)O (pyrimidine-5-carboxylic acid). RXN SMILES: [Cl:1][C:2]1[CH:3]=[C:4]([F:30])[C:5]([C:24]2[N:28]=[C:27]([CH3:29])[O:26][N:25]=2)=[C:6]([C:8]2[CH:9]=[C:10]3[C:14](=[CH:15][CH:16]=2)[C@@H:13]([NH:17][C:18]([C:20]2([NH2:23])[CH2:22][CH2:21]2)=[O:19])[CH2:12][CH2:11]3)[CH:7]=1.[N:31]1[CH:36]=[C:35]([C:37](O)=[O:38])[CH:34]=[N:33][CH:32]=1>>[Cl:1][C:2]1[CH:3]=[C:4]([F:30])[C:5]([C:24]2[N:28]=[C:27]([CH3:29])[O:26][N:25]=2)=[C:6]([C:8]2[CH:9]=[C:10]3[C:14](=[CH:15][CH:16]=2)[C@@H:13]([NH:17][C:18]([C:20]2([NH:23][C:37]([C:35]4[CH:36]=[N:31][CH:32]=[N:33][CH:34]=4)=[O:38])[CH2:21][CH2:22]2)=[O:19])[CH2:12][CH2:11]3)[CH:7]=1. Yields the product ClC=1C=C(C(=C(C1)C=1C=C2CC[C@@H](C2=CC1)NC(=O)C1(CC1)NC(=O)C=1C=NC=NC1)C1=NOC(=N1)C)F (Pyrimidine-5-carboxylic acid(1-{(S)-5-[5-chloro-3-fluoro-2-(5-methyl-[1,2,4]oxadiazol-3-yl)-phenyl]-indan-1-ylcarbamoyl}-cyclopropyl)-amide). Procedure details: In analogy to the procedures described for the preparation of intermediate A-1 [B], 1-amino-cyclopropanecarboxylic acid{(S)-5-[5-chloro-3-fluoro-2-(5-methyl-[1,2,4]oxadiazol-3-yl)-phenyl]-indan-1-yl}-amide (example 24) was coupled with pyrimidine-5-carboxylic acid to yield the title compound as yellow solid. MS: 533.2 (MH+, 1Cl). RXN SMILES: C(O[C:9](=[O:46])[CH2:10][CH2:11][CH:12]([N:35]1[C:43](=[O:44])[C:42]2[C:37](=[CH:38][CH:39]=[CH:40][CH:41]=2)[C:36]1=[O:45])[C:13]([N:15]([CH2:27][C:28]([O:30][C:31]([CH3:34])([CH3:33])[CH3:32])=[O:29])[NH:16]C(OCC1C=CC=CC=1)=O)=[O:14])C1C=CC=CC=1.Cl.CN(C)CCCN=C=NCC>[Pd].O1CCCC1.CN(C=O)C>[C:31]([O:30][C:28](=[O:29])[CH2:27][N:15]1[C:13](=[O:14])[CH:12]([N:35]2[C:36](=[O:45])[C:37]3[C:42](=[CH:41][CH:40]=[CH:39][CH:38]=3)[C:43]2=[O:44])[CH2:11][CH2:10][C:9](=[O:46])[NH:16]1)([CH3:34])([CH3:32])[CH3:33] |f:1.2|. Procedure details: A suspension of 5-(N′-benzyloxycarbonyl-N-tert-butoxycarbonylmethyl-hydrazino)-4-(1,3-dioxo-1,3-dihydro-isoindol-2-yl)-5-oxo-pentanoic acid benzyl ester (3) and 10% palladium on carbon (250 mg) in tetrahydrofuran (THF) (30 mL) and DMF (3 mL) was stirred under hydrogen atmosphere for 16 hours. The mixture was filtered through Celite and the filtrate was evaporated in vacuo. The residue was dissolved in 30 mL of dichloromethane. 1-(3-Dimethylaminopropyl)-3-ethylcarbodiimide hydrochloride (EDC) (77... Reaction conditions: time 16 hour. The solvent is O1CCCC1 (tetrahydrofuran), CN(C)C=O (DMF). Reactants: C(C1=CC=CC=C1)OC(CCC(C(=O)N(NC(=O)OCC1=CC=CC=C1)CC(=O)OC(C)(C)C)N1C(C2=CC=CC=C2C1=O)=O)=O (5-(N′-Benzyloxycarbonyl-N-tert-butoxycarbonylmethyl-hydrazino)-4-(1,3-dioxo-1,3-dihydro-isoindol-2-yl)-5-oxo-pentanoic acid benzyl ester), Cl.CN(CCCN=C=NCC)C (1-(3-Dimethylaminopropyl)-3-ethylcarbodiimide hydrochloride). Product: C(C)(C)(C)OC(CN1NC(CCC(C1=O)N1C(C2=CC=CC=C2C1=O)=O)=O)=O ([6-(1,3-Dioxo-1,3-dihydro-isoindol-2-yl)-3,7-dioxo-[1,2 ]diazepan-1-yl]-acetic acid tert-butyl ester). Reagents/catalysts: [Pd] (palladium on carbon). Isolated yield 75.0%. The reactants are ClC1=C(C=CC(=C1)O)CCC(=O)C=1SC(=CC1)C1=CC=C(C=C1)C(F)(F)F (3-(2-chloro-4-hydroxyphenyl)-1-(5-(4-(trifluoromethyl)phenyl)thien-2-yl)propan-1-one), BrC(C(=O)OC(C)(C)C)(C)C (tert-butyl bromoisobutyrate). Product: ClC=1C=C(OC(C(=O)OC(C)(C)C)(C)C)C=CC1CCC(C=1SC(=CC1)C1=CC=C(C=C1)C(F)(F)F)=O (Tert-butyl 2-(3-chloro-4-(3-oxo-3-(5-(4-(trifluoromethyl)phenyl)thien-2-yl)propyl)phenoxy)-2-methylpropanoate). Reaction SMILES: [Cl:1][C:2]1[CH:7]=[C:6]([OH:8])[CH:5]=[CH:4][C:3]=1[CH2:9][CH2:10][C:11]([C:13]1[S:14][C:15]([C:18]2[CH:23]=[CH:22][C:21]([C:24]([F:27])([F:26])[F:25])=[CH:20][CH:19]=2)=[CH:16][CH:17]=1)=[O:12].Br[C:29]([CH3:38])([CH3:37])[C:30]([O:32][C:33]([CH3:36])([CH3:35])[CH3:34])=[O:31]>>[Cl:1][C:2]1[CH:7]=[C:6]([CH:5]=[CH:4][C:3]=1[CH2:9][CH2:10][C:11](=[O:12])[C:13]1[S:14][C:15]([C:18]2[CH:23]=[CH:22][C:21]([C:24]([F:27])([F:25])[F:26])=[CH:20][CH:19]=2)=[CH:16][CH:17]=1)[O:8][C:29]([CH3:38])([CH3:37])[C:30]([O:32][C:33]([CH3:36])([CH3:35])[CH3:34])=[O:31]. Procedure details: Tert-butyl 2-(3-chloro-4-(3-oxo-3-(5-(4-(trifluoromethyl)phenyl)thien-2-yl)propyl)phenoxy)-2-methylpropanoate is prepared from 3-(2-chloro-4-hydroxyphenyl)-1-(5-(4-(trifluoromethyl)phenyl)thien-2-yl)propan-1-one and tert-butyl bromoisobutyrate according to general procedure D. Reactants: Cl (hydrochloric acid), C(C)OC=1C=C(CN2C=C(C(=C2)C2=CC=CC=C2)CCC(=O)OCC)C=C(C1)OCC=1N=C(SC1)C1=NC=CN=C1 (ethyl 3-[1-[3-ethoxy-5-[2-(2-pyrazinyl)-4-thiazolylmethoxy]benzyl]-4-phenyl-3-pyrrolyl]propionate), [OH-].[Na+] (sodium hydroxide), O1CCCC1 (tetrahydrofuran). The solvent is C(C)O (ethanol). Conditions: time 8 hour. The product is C(C)OC=1C=C(CN2C=C(C(=C2)C2=CC=CC=C2)CCC(=O)O)C=C(C1)OCC=1N=C(SC1)C1=NC=CN=C1 (3-[1-[3-ethoxy-5-[2-(2-pyrazinyl)-4-thiazolylmethoxy]benzyl]-4-phenyl-3-pyrrolyl]propionic acid). Yield: 59.7%. As a reaction SMILES: [CH2:1]([O:3][C:4]1[CH:5]=[C:6]([CH:26]=[C:27]([O:29][CH2:30][C:31]2[N:32]=[C:33]([C:36]3[CH:41]=[N:40][CH:39]=[CH:38][N:37]=3)[S:34][CH:35]=2)[CH:28]=1)[CH2:7][N:8]1[CH:12]=[C:11]([C:13]2[CH:18]=[CH:17][CH:16]=[CH:15][CH:14]=2)[C:10]([CH2:19][CH2:20][C:21]([O:23]CC)=[O:22])=[CH:9]1)[CH3:2].[OH-].[Na+].O1CCCC1.Cl>C(O)C>[CH2:1]([O:3][C:4]1[CH:5]=[C:6]([CH:26]=[C:27]([O:29][CH2:30][C:31]2[N:32]=[C:33]([C:36]3[CH:41]=[N:40][CH:39]=[CH:38][N:37]=3)[S:34][CH:35]=2)[CH:28]=1)[CH2:7][N:8]1[CH:12]=[C:11]([C:13]2[CH:18]=[CH:17][CH:16]=[CH:15][CH:14]=2)[C:10]([CH2:19][CH2:20][C:21]([OH:23])=[O:22])=[CH:9]1)[CH3:2] |f:1.2|. Procedure: A mixture of ethyl 3-[1-[3-ethoxy-5-[2-(2-pyrazinyl)-4-thiazolylmethoxy]benzyl]-4-phenyl-3-pyrrolyl]propionate (370 mg), 1N aqueous sodium hydroxide solution (6 ml), tetrahydrofuran (6 ml), and ethanol (6 ml) was stirred overnight under reflux conditions, and then 1N hydrochloric acid (6 ml) was added to the mixture, which was extracted with ethyl acetate. The ethyl acetate layer was washed with saturated aqueous sodium chloride solution, dried (MgSO4), then concentrated. The colorless crystals ... The reactants are C1(=CC=CC=C1)C=CC1=NOC(=C1)CCC=O (3-[3-(2-phenylvinyl)isoxazol-5-yl]propanal), C(C1=CC=CC=C1)N1CCNCC1 (1-benylpiperazine), [BH-](OC(=O)C)(OC(=O)C)OC(=O)C.[Na+] (NaBH(OAc)3). The solvent is C(Cl)Cl (methylene chloride). Yields the product C(C1=CC=CC=C1)N1CCN(CC1)CCCC1=CC(=NO1)C=CC1=CC=CC=C1 (5-{3-[4-Benzylpiperazinyl]propyl}-3-(2-phenylvinyl)isoxazole). Yield: 68.4%. Reaction SMILES: [C:1]1([CH:7]=[CH:8][C:9]2[CH:13]=[C:12]([CH2:14][CH2:15][CH:16]=O)[O:11][N:10]=2)[CH:6]=[CH:5][CH:4]=[CH:3][CH:2]=1.[CH2:18]([N:25]1[CH2:30][CH2:29][NH:28][CH2:27][CH2:26]1)[C:19]1[CH:24]=[CH:23][CH:22]=[CH:21][CH:20]=1.[BH-](OC(C)=O)(OC(C)=O)OC(C)=O.[Na+]>C(Cl)Cl>[CH2:18]([N:25]1[CH2:30][CH2:29][N:28]([CH2:16][CH2:15][CH2:14][C:12]2[O:11][N:10]=[C:9]([CH:8]=[CH:7][C:1]3[CH:6]=[CH:5][CH:4]=[CH:3][CH:2]=3)[CH:13]=2)[CH2:27][CH2:26]1)[C:19]1[CH:20]=[CH:21][CH:22]=[CH:23][CH:24]=1 |f:2.3|. Reported procedure: About 2 min after dissolving 3-[3-(2-phenylvinyl)isoxazol-5-yl]propanal (10 mg, 0.04 mmol) and 1-benylpiperazine (7.6, 0.04 mmol) in 2 mL of dry methylene chloride, were added NaBH(OAc)3 (28 mg, 0.13 mmol) and molecular sieves (5 beads). The reaction mixture was reacted for 16.4 hr and followed the same processes as in Example 1 to obtain 10.6 mg (62.2%) of the target compound. Conditions: temperature 70 celsius, time 8 hour. The reactants are C(=O)[N-]C=O.[Na+] (sodium diformylamide), BrCC(=O)C1=C(C(=CC=C1)Cl)Cl (2-bromo-1-(2,3-dichlorophenyl)ethanone). Reported procedure: At RT, 411 mg (4.33 mmol) of sodium diformylamide were added to 1.0 g (3.73 mmol) of 2-bromo-1-(2,3-dichlorophenyl)ethanone [for the preparation, see for example U.S. Pat. No. 5,831,132] in 4 ml of acetonitrile, and the mixture was stirred at RT overnight. The mixture was then heated to 70° C. and filtered whilst still warm. The solid that remained was washed with 2 ml of hot acetonitrile. The combined filtrates were freed from the solvent on a rotary evaporator. 10 ml of a 5% strength ethanolic... Yields the product Cl.NCC(=O)C1=C(C(=CC=C1)Cl)Cl (2-Amino-1-(2,3-dichlorophenyl)ethanone hydrochloride). The solvent is C(C)#N (acetonitrile). Reaction SMILES: C([N-:3]C=O)=O.[Na+].Br[CH2:8][C:9]([C:11]1[CH:16]=[CH:15][CH:14]=[C:13]([Cl:17])[C:12]=1[Cl:18])=[O:10]>C(#N)C>[ClH:17].[NH2:3][CH2:8][C:9]([C:11]1[CH:16]=[CH:15][CH:14]=[C:13]([Cl:17])[C:12]=1[Cl:18])=[O:10] |f:0.1,4.5|. Reaction SMILES: [CH3:16][S:17](=[O:18])[CH3:19].[CH:2]1([C:5](=[NH:6])[CH:7]2[CH2:8][CH2:9]2)[CH2:3][CH2:4]1.[Cl+3:10]([O-:11])([O-:12])([O-:13])[O-:14].[ClH:1].[NH4+:15]>>[CH2:2]1[CH2:3][CH2:4][N+:6]2=[C:5]1[CH2:7][CH2:8][CH2:9]2.[Cl+3:10]([O-:11])([O-:12])([O-:13])[O-:14]. The product is C1CC2=[N+](C1)CCC2, [O-][Cl+3]([O-])([O-])[O-]. The reactants are CS(C)=O, N=C(C1CC1)C1CC1, [O-][Cl+3]([O-])([O-])[O-], Cl, [NH4+]. Starting materials: C(C)OC(C=C(C)C1=CC2=C(S1)C=CC=C2C2=C(C(=CC(=C2)C(C)(C)C)C(C)(C)C)OCC(F)F)=O (3-{4-[2-(2,2-difluoroethoxy)-3,5-di-tert-butylphenyl]-benzo[b]thien-2-yl}-but-2-enoic acid ethyl ester), C1CCOC1 (THF), [Li+].[OH-] (LiOH). The solvent is CO (methanol). The product is FC(COC1=C(C=C(C=C1C(C)(C)C)C(C)(C)C)C1=CC=CC=2SC(=CC21)C(=CC(=O)O)C)F (3-{4-[2-(2,2-difluoroethoxy)-3,5-di-tert-butylphenyl]-benzo[b]thien-2-yl}-but-2-enoic acid). The yield is 84.0%. As a reaction SMILES: C([O:3][C:4](=[O:36])[CH:5]=[C:6]([C:8]1[S:12][C:11]2[CH:13]=[CH:14][CH:15]=[C:16]([C:17]3[CH:22]=[C:21]([C:23]([CH3:26])([CH3:25])[CH3:24])[CH:20]=[C:19]([C:27]([CH3:30])([CH3:29])[CH3:28])[C:18]=3[O:31][CH2:32][CH:33]([F:35])[F:34])[C:10]=2[CH:9]=1)[CH3:7])C.C1COCC1.[Li+].[OH-]>CO>[F:35][CH:33]([F:34])[CH2:32][O:31][C:18]1[C:19]([C:27]([CH3:29])([CH3:28])[CH3:30])=[CH:20][C:21]([C:23]([CH3:26])([CH3:25])[CH3:24])=[CH:22][C:17]=1[C:16]1[C:10]2[CH:9]=[C:8]([C:6]([CH3:7])=[CH:5][C:4]([OH:36])=[O:3])[S:12][C:11]=2[CH:13]=[CH:14][CH:15]=1 |f:2.3|. Reported procedure: A mixture of 0.450 mmol of 3-{4-[2-(2,2-difluoroethoxy)-3,5-di-tert-butylphenyl]-benzo[b]thien-2-yl}-but-2-enoic acid ethyl ester, 3 mL of THF, 3 mL of methanol and 1 mL of LiOH (2N aqueous) was refluxed for 2 hours. After cooling at room temperature, the mixture was acidified to pH=2 and extracted with ethyl acetate. The organic layer was dried over MgSO4 and after evaporation of the solvents, and the crude acid was recrystallized from acetonitrile to afford 192 mg (0.378 mmol, yield: 58%) of 3... The reactants are [N+](=O)(O)[O-] (nitric acid), Cl.COC1=[N+](C=CC=C1)[O-] (2-methoxypyridine N-oxide hydrochloride), N (ammonia), ice. The solvent is S(O)(O)(=O)=O (sulfuric acid), S(O)(O)(=O)=O (sulfuric acid). Product: COC1=[N+](C=CC(=C1)[N+](=O)[O-])[O-] (2-Methoxy-4-nitropyridine N-oxide). Reaction SMILES: Cl.[CH3:2][O:3][C:4]1[CH:9]=[CH:8][CH:7]=[CH:6][N+:5]=1[O-:10].[N+:11]([O-])([OH:13])=[O:12].N>S(=O)(=O)(O)O>[CH3:2][O:3][C:4]1[CH:9]=[C:8]([N+:11]([O-:13])=[O:12])[CH:7]=[CH:6][N+:5]=1[O-:10] |f:0.1|. Procedure details: 30 ml of concentrated sulfuric acid, cooled to 0° C., are added to 15.5 g of 2-methoxypyridine N-oxide hydrochloride, after which 42 ml of fuming nitric acid and 14 ml of concentrated sulfuric acid are added dropwise at 0° C. After the temperature has been allowed to rise, the reaction mixture is heated for 3 hours at 90°-100° C. and is then cooled and poured onto 50 g of ice. It is neutralized to pH 7 by the addition of concentrated aqueous ammonia at a temperature below 10° C. The aqueous phas... The reactants are O (water), [Cl-].[Al+3].[Cl-].[Cl-] (aluminum chloride), ClCC(C(=O)Cl)C (3-chloro-2-methylpropionyl chloride), Cl.C(C1=CC=CC=C1)C=1C=NC=CC1 (3-benzylpyridine hydrochloride). Solvent: C(Cl)Cl (methylene chloride), C(Cl)Cl (methylene chloride). Reaction conditions: time 1 hour. Product: ClCC(C(=O)C1=CC=C(CC=2C=NC=CC2)C=C1)C (3-[p-(3-chloro-2-methylpropionyl)benzyl]pyridine). The yield is 96.0%. As a reaction SMILES: [Cl-].[Al+3].[Cl-].[Cl-].[Cl:5][CH2:6][CH:7]([CH3:11])[C:8](Cl)=[O:9].Cl.[CH2:13]([C:20]1[CH:21]=[N:22][CH:23]=[CH:24][CH:25]=1)[C:14]1[CH:19]=[CH:18][CH:17]=[CH:16][CH:15]=1.O>C(Cl)Cl>[Cl:5][CH2:6][CH:7]([CH3:11])[C:8]([C:17]1[CH:18]=[CH:19][C:14]([CH2:13][C:20]2[CH:21]=[N:22][CH:23]=[CH:24][CH:25]=2)=[CH:15][CH:16]=1)=[O:9] |f:0.1.2.3,5.6|. Reported procedure: In 25 ml of methylene chloride was suspended 13.3 g of anhydrous aluminum chloride, and 7.3 g of 3-chloro-2-methylpropionyl chloride was added to the suspension with ice-cooling, after which 8.2 g of 3-benzylpyridine hydrochloride was added in small portions to the suspension. The resulting mixture was subjected to reaction with ice-cooling for 2 hours and then at room temperature for one hour. The reaction mixture was added in small portions to a mixture of 246 ml of iced water and 49 ml of met...